Dataset: the Open Reaction Database (ORD), a public repository of structured organic reaction records. Task: describe an organic reaction: reactants, conditions, products, and yield Starting materials: ClS(=O)(=O)C1=CC=2C3=C(C(NC2C=C1)=O)NC=C3C(=O)O (8-chlorosulfonyl-4-oxo-4,5-dihydro-3H-pyrrolo[2,3-c]quinoline-1-carboxylic acid), FC=1C=C(N)C=C(C1)F (3,5-difluoro-aniline). Product: FC=1C=C(C=C(C1)F)NS(=O)(=O)C1=CC=2C3=C(C(NC2C=C1)=O)NC=C3.C(C)C(=O)[O-] (8-(3,5-difluorophenylsulfamoyl)-4-oxo-4,5-dihydro-3H-pyrrolo[2,3-c]quinoline 1-ethyl carboxylate). Isolated yield 2.9%. As a reaction SMILES: Cl[S:2]([C:5]1[CH:14]=[CH:13][C:12]2[NH:11][C:10](=[O:15])[C:9]3[NH:16][CH:17]=[C:18]([C:19]([OH:21])=[O:20])[C:8]=3[C:7]=2[CH:6]=1)(=[O:4])=[O:3].[F:22][C:23]1[CH:24]=[C:25]([CH:27]=[C:28]([F:30])[CH:29]=1)[NH2:26]>>[F:22][C:23]1[CH:24]=[C:25]([NH:26][S:2]([C:5]2[CH:14]=[CH:13][C:12]3[NH:11][C:10](=[O:15])[C:9]4[NH:16][CH:17]=[CH:18][C:8]=4[C:7]=3[CH:6]=2)(=[O:3])=[O:4])[CH:27]=[C:28]([F:30])[CH:29]=1.[CH2:18]([C:19]([O-:21])=[O:20])[CH3:17] |f:2.3|. Procedure details: This compound is prepared according to synthesis 25, from 150 mg (0.46 mmol) of 8-chlorosulfonyl-4-oxo-4,5-dihydro-3H-pyrrolo[2,3-c]quinoline-1-carboxylic acid (synthesis 2) and 55 μL (0.55 mmol) of 3,5-difluoro-aniline. After purification by chromatography on silica gel (dichloromethane/methanol 95/5) then trituration in diethyl ether, 3 mg (2%) of 8-(3,5-difluorophenylsulfamoyl)-4-oxo-4,5-dihydro-3H-pyrrolo[2,3-c]quinoline-1-ethyl carboxylate is obtained in the form of a white solid. The reactants are CCOC(=O)c1cc(C(F)(F)F)cc(Br)c1N1CCCCC1, CCO, [K+], [OH-]. Yields the product O=C(O)c1cc(C(F)(F)F)cc(Br)c1N1CCCCC1. RXN SMILES: [Br:1][c:2]1[c:3]([N:17]2[CH2:18][CH2:19][CH2:20][CH2:21][CH2:22]2)[c:4]([C:5](=[O:6])[O:7][CH2:8][CH3:9])[cH:10][c:11]([C:13]([F:14])([F:15])[F:16])[cH:12]1.[CH3:25][CH2:26][OH:27].[K+:24].[OH-:23]>>[Br:1][c:2]1[c:3]([N:17]2[CH2:18][CH2:19][CH2:20][CH2:21][CH2:22]2)[c:4]([C:5](=[O:6])[OH:7])[cH:10][c:11]([C:13]([F:14])([F:15])[F:16])[cH:12]1. Starting materials: C(C)(=O)N[C@H]1C(O)O[C@@H]([C@H]([C@@H]1O)O)CO (N-acetyl-D-glucosamine), Cl.N1C=CC2=CC=CC=C12 (indole-HCl). Yields the product OC1[C@H](N)[C@@H](O)[C@H](O)[C@H](O1)CO (D-glucosamine). As a reaction SMILES: Cl.N1C2C(=CC=CC=2)C=C1.C([NH:14][C@@H:15]1[C@@H:21]([OH:22])[C@H:20]([OH:23])[C@@H:19]([CH2:24][OH:25])[O:18][CH:16]1[OH:17])(=O)C>>[OH:17][CH:16]1[O:18][C@H:19]([CH2:24][OH:25])[C@@H:20]([OH:23])[C@H:21]([OH:22])[C@H:15]1[NH2:14] |f:0.1|. Procedure: An enzyme solution (0.1 ml) is added to 0.3 ml of 100 mM phosphate buffer (pH 7.8) containing 0.1 ml of 1% N-acetyl-D-glucosamine as a substrate, and the resultant mixture is incubated at 37° C. for 30 minutes. The amount of D-glucosamine formed is determined colorimetrically using indole-HCl according to the method of Z. Dische and E. Borenfreund [J. Biol. Chem., 184:517 (1950)]. One unit of the enzyme is defined as the amount of the enzyme which is capable of producing 1 μmol D-glucosamine fro... Starting materials: [NH4+].[Cl-] (NH4Cl), C(C=C)OC1=C(C=C(C(=C1)Cl)CC1=CC=C(C=C1)OCC)[C@@H]1O[C@@H]([C@H]([C@@H]([C@H]1O)O)O)CO ((2S,3R,4R,5S,6R)-2-(2-(allyloxy)-4-chloro-5-(4-ethoxybenzyl)phenyl)-6-(hydroxymethyl)tetrahydro-2H-pyran-3,4,5-triol), C(C1=CC=CC=C1)Br (benzyl bromide), [H-].[Na+] (NaH). The solvent is C1CCOC1.CN(C)C=O (THF DMF). Reaction conditions: time 15 hour. Yields the product C(C=C)OC1=C(C=C(C(=C1)Cl)CC1=CC=C(C=C1)OCC)[C@@H]1O[C@@H]([C@H]([C@@H]([C@H]1OCC1=CC=CC=C1)OCC1=CC=CC=C1)OCC1=CC=CC=C1)COCC1=CC=CC=C1 ((2S,3S,4R,5R,6R)-2-(2-(Allyloxy)-4-chloro-5-(4-ethoxybenzyl)phenyl)-3,4,5-tris(benzyloxy)-6-(benzyloxymethyl)tetrahydro-2H-pyran). Isolated yield 85.0%. As a reaction SMILES: [CH2:1]([O:4][C:5]1[CH:10]=[C:9]([Cl:11])[C:8]([CH2:12][C:13]2[CH:18]=[CH:17][C:16]([O:19][CH2:20][CH3:21])=[CH:15][CH:14]=2)=[CH:7][C:6]=1[C@H:22]1[C@H:27]([OH:28])[C@@H:26]([OH:29])[C@H:25]([OH:30])[C@@H:24]([CH2:31][OH:32])[O:23]1)[CH:2]=[CH2:3].[CH2:33](Br)[C:34]1[CH:39]=[CH:38][CH:37]=[CH:36][CH:35]=1.[H-].[Na+].[NH4+].[Cl-]>C1COCC1.CN(C=O)C>[CH2:1]([O:4][C:5]1[CH:10]=[C:9]([Cl:11])[C:8]([CH2:12][C:13]2[CH:18]=[CH:17][C:16]([O:19][CH2:20][CH3:21])=[CH:15][CH:14]=2)=[CH:7][C:6]=1[C@H:22]1[C@H:27]([O:28][CH2:33][C:34]2[CH:39]=[CH:38][CH:37]=[CH:36][CH:35]=2)[C@@H:26]([O:29][CH2:33][C:34]2[CH:39]=[CH:38][CH:37]=[CH:36][CH:35]=2)[C@H:25]([O:30][CH2:12][C:13]2[CH:18]=[CH:17][CH:16]=[CH:15][CH:14]=2)[C@@H:24]([CH2:31][O:32][CH2:22][C:6]2[CH:7]=[CH:8][CH:9]=[CH:10][CH:5]=2)[O:23]1)[CH:2]=[CH2:3] |f:2.3,4.5,6.7|. Procedure details: To a solution of the crude compound 25-1 and benzyl bromide (2.6 mL, 21.6 mmol) in THF/DMF (30 mL/10 mL) was added NaH (60% dispersion in mineral oil, 1.3 g, 32.4 mmol) portionwise at 0° C. The reaction mixture was gradually raised to room temperature and stirred at r.t. for 15 hour. The mixture was cooled to 0° C. and aqueous saturated NH4Cl solution (150 mL) was added to the mixture. The mixture was extracted with EtOAc (100 mL). The organic layer was washed with brine, dried over anhydrous Mg...